This data is from the Open Reaction Database (ORD), a public repository of structured organic reaction records. The task is: describe an organic reaction: reactants, conditions, products, and yield Starting materials: CCOC(=O)C#N, O=C1CCc2c1ccc1nn(Cc3ccccc3)cc21, C1CCOC1, C[Si](C)(C)[N-][Si](C)(C)C, [Li+]. The product is CCOC(=O)C1Cc2c(ccc3nn(Cc4ccccc4)cc23)C1=O. RXN SMILES: [C:31](#[N:32])[C:33](=[O:34])[O:35][CH2:36][CH3:37].[CH2:1]([c:2]1[cH:3][cH:4][cH:5][cH:6][cH:7]1)[n:8]1[n:9][c:10]2[cH:11][cH:12][c:13]3[c:14]([c:15]2[cH:16]1)[CH2:17][CH2:18][C:19]3=[O:20].[CH2:38]1[O:39][CH2:40][CH2:41][CH2:42]1.[CH3:21][Si:22]([N-:23][Si:24]([CH3:25])([CH3:26])[CH3:27])([CH3:28])[CH3:29].[Li+:30]>>[CH2:1]([c:2]1[cH:3][cH:4][cH:5][cH:6][cH:7]1)[n:8]1[n:9][c:10]2[cH:11][cH:12][c:13]3[c:14]([c:15]2[cH:16]1)[CH2:17][CH:18]([C:33](=[O:34])[O:35][CH2:36][CH3:37])[C:19]3=[O:20]. Reactants: [Br-], C1CCOC1, C[Mg+], CC(C)(C)OC(=O)n1c(-c2cc3ccccc3nc2Cl)cc2cc(C=O)ccc21. Yields the product CC(O)c1ccc2c(c1)cc(-c1cc3ccccc3nc1Cl)n2C(=O)OC(C)(C)C. Reaction SMILES: [Br-:1].[CH2:33]1[O:34][CH2:35][CH2:36][CH2:37]1.[CH3:2][Mg+:3].[Cl:4][c:5]1[n:6][c:7]2[cH:8][cH:9][cH:10][cH:11][c:12]2[cH:13][c:14]1-[c:15]1[n:16]([C:26](=[O:27])[O:28][C:29]([CH3:30])([CH3:31])[CH3:32])[c:17]2[cH:18][cH:19][c:20]([CH:24]=[O:25])[cH:21][c:22]2[cH:23]1>>[CH3:2][CH:24]([c:20]1[cH:19][cH:18][c:17]2[n:16]([C:26](=[O:27])[O:28][C:29]([CH3:30])([CH3:31])[CH3:32])[c:15](-[c:14]3[c:5]([Cl:4])[n:6][c:7]4[cH:8][cH:9][cH:10][cH:11][c:12]4[cH:13]3)[cH:23][c:22]2[cH:21]1)[OH:25]. The reactants are O=Cc1ccc(F)cc1Br, CC(=O)O[BH-](OC(C)=O)OC(C)=O, CNC, CC(=O)O, ClCCl, [Na+]. Yields the product CN(C)Cc1ccc(F)cc1Br. As a reaction SMILES: [Br:1][c:2]1[c:3]([CH:4]=[O:5])[cH:6][cH:7][c:8]([F:10])[cH:9]1.[C:18]([O:19][BH-:20]([O:21][C:22](=[O:23])[CH3:24])[O:25][C:26](=[O:27])[CH3:28])(=[O:29])[CH3:30].[CH3:11][NH:12][CH3:13].[CH3:14][C:15](=[O:16])[OH:17].[Cl:32][CH2:33][Cl:34].[Na+:31]>>[Br:1][c:2]1[c:3]([CH2:4][N:12]([CH3:11])[CH3:13])[cH:6][cH:7][c:8]([F:10])[cH:9]1. Product: COC(=O)c1nc(N2CCc3cccc(C(=O)N(COCC[Si](C)(C)C)c4nc5ccccc5s4)c3C2)sc1CCCO. The reactants are COC(=O)c1nc(N2CCc3cccc(C(=O)Nc4nc5ccccc5s4)c3C2)sc1CCCO, COC(=O)c1nc(N2CCc3cccc(C(=O)N(COCC[Si](C)(C)C)c4nc5ccccc5s4)c3C2)sc1C#CCO. RXN SMILES: [s:1]1[c:2]2[cH:3][cH:4][cH:5][cH:6][c:7]2[n:8][c:9]1[NH:10][C:11]([c:12]1[cH:13][cH:14][cH:15][c:16]2[c:17]1[CH2:18][N:19]([c:20]1[s:21][c:22]([CH2:23][CH2:24][CH2:25][OH:26])[c:27]([C:28]([O:29][CH3:30])=[O:31])[n:32]1)[CH2:33][CH2:34]2)=[O:35].[s:36]1[c:37]([N:45]([C:46](=[O:47])[c:48]2[cH:49][cH:50][cH:51][c:52]3[c:57]2[CH2:56][N:55]([c:58]2[s:59][c:60]([C:67]#[C:68][CH2:69][OH:70])[c:61]([C:63](=[O:64])[O:65][CH3:66])[n:62]2)[CH2:54][CH2:53]3)[CH2:71][O:72][CH2:73][CH2:74][Si:75]([CH3:76])([CH3:77])[CH3:78])[n:38][c:39]2[c:40]1[cH:41][cH:42][cH:43][cH:44]2>>[s:36]1[c:37]([N:45]([C:46](=[O:47])[c:48]2[cH:49][cH:50][cH:51][c:52]3[c:57]2[CH2:56][N:55]([c:58]2[s:59][c:60]([CH2:67][CH2:68][CH2:69][OH:70])[c:61]([C:63](=[O:64])[O:65][CH3:66])[n:62]2)[CH2:54][CH2:53]3)[CH2:71][O:72][CH2:73][CH2:74][Si:75]([CH3:76])([CH3:77])[CH3:78])[n:38][c:39]2[c:40]1[cH:41][cH:42][cH:43][cH:44]2. The reactants are CCO, CCCC1CN=C(OC)C1Cc1ccccc1, [Cl-], [NH4+]. Product: [Cl-], CCCC1CNC(=[NH2+])C1Cc1ccccc1. RXN SMILES: [CH3:20][CH2:21][OH:22].[CH3:3][O:4][C:5]1=[N:9][CH2:8][CH:7]([CH2:10][CH2:11][CH3:12])[CH:6]1[CH2:13][c:14]1[cH:15][cH:16][cH:17][cH:18][cH:19]1.[Cl-:1].[NH4+:2]>>[Cl-:1].[NH2+:2]=[C:5]1[CH:6]([CH2:13][c:14]2[cH:15][cH:16][cH:17][cH:18][cH:19]2)[CH:7]([CH2:10][CH2:11][CH3:12])[CH2:8][NH:9]1. Starting materials: FC(CCCC(O)[C@@H]1[C@]2(C)[C@@H](CC1)[C@@H]1CC=C3C=C(CC[C@]3(C)[C@H]1CC2)CO)(F)F ((17β)-17-(5,5,5-trifluoro-1-hydroxypentyl)-androsta-3,5-diene-3-methanol), C[N+]1(CCOCC1)[O-] (4-methylmorpholine N-oxide). Reagents/catalysts: [Ru](=O)(=O)(=O)[O-].C(CC)[N+](CCC)(CCC)CCC (Tetrapropyl ammonium perruthenate). Solvent: C(Cl)Cl (CH2Cl2). Run at time 1 hour. The product is FC1=CC=C(C(=O)[C@@H]2[C@]3(C)[C@@H](CC2)[C@@H]2CC=C4C=C(CC[C@]4(C)[C@H]2CC3)C=O)C=C1 (17β-(4-fluorobenzoyl)-androsta-3,5-diene-3-carboxaldehyde). As a reaction SMILES: F[C:2](F)([F:29])[CH2:3][CH2:4][CH2:5][CH:6]([C@H:8]1[CH2:13][CH2:12][C@H:11]2[C@H:14]3[C@H:24]([CH2:25][CH2:26][C@:9]12[CH3:10])[C@:22]1([CH3:23])[C:17]([CH:18]=[C:19]([CH2:27][OH:28])[CH2:20][CH2:21]1)=[CH:16][CH2:15]3)[OH:7].C[N+]1([O-])CCO[CH2:34][CH2:33]1>C(Cl)Cl.[Ru]([O-])(=O)(=O)=O.C([N+](CCC)(CCC)CCC)CC>[F:29][C:2]1[CH:34]=[CH:33][C:5]([C:6]([C@H:8]2[CH2:13][CH2:12][C@H:26]3[C@H:25]4[C@H:24]([CH2:14][CH2:11][C@:9]23[CH3:10])[C@:22]2([CH3:23])[C:17]([CH:18]=[C:19]([CH:27]=[O:28])[CH2:20][CH2:21]2)=[CH:16][CH2:15]4)=[O:7])=[CH:4][CH:3]=1 |f:3.4|. Procedure: Tetrapropyl ammonium perruthenate is added to a solution of (17β)-17-(5,5,5-trifluoro-1-hydroxypentyl)-androsta-3,5-diene-3-methanol and 4-methylmorpholine N-oxide in CH2Cl2 (2.0 ml) at RT. After 1 h the reaction is flash chromatographed to yield the title compound. Starting materials: CC(C)([O-])C.[K+] (potassium tert-butoxide), C1(CC1)C=1C=C(C2=C(N1)NN=C2)C(=O)OCC (Ethyl 6-cyclopropyl-1H-pyrazolo[3,4-b]pyridine-4-carboxylate), BrCCNC(OC(C)(C)C)=O (1,1-dimethylethyl (2-bromoethyl)carbamate). Solvent: CN(C)C=O (DMF). Conditions: time 15 minute. The product is C1(CC1)C=1C=C(C2=C(N1)N(N=C2)CCNC(=O)OC(C)(C)C)C(=O)OCC (Ethyl 6-cyclopropyl-1-[2-({[(1,1-dimethylethyl)oxy]carbonyl}amino)ethyl]-1H-pyrazolo[3,4-b]pyridine-4-carboxylate). RXN SMILES: [CH:1]1([C:4]2[CH:5]=[C:6]([C:13]([O:15][CH2:16][CH3:17])=[O:14])[C:7]3[CH:12]=[N:11][NH:10][C:8]=3[N:9]=2)[CH2:3][CH2:2]1.CC(C)([O-])C.[K+].Br[CH2:25][CH2:26][NH:27][C:28](=[O:34])[O:29][C:30]([CH3:33])([CH3:32])[CH3:31]>CN(C=O)C>[CH:1]1([C:4]2[CH:5]=[C:6]([C:13]([O:15][CH2:16][CH3:17])=[O:14])[C:7]3[CH:12]=[N:11][N:10]([CH2:25][CH2:26][NH:27][C:28]([O:29][C:30]([CH3:33])([CH3:32])[CH3:31])=[O:34])[C:8]=3[N:9]=2)[CH2:2][CH2:3]1 |f:1.2|. Procedure details: Ethyl 6-cyclopropyl-1H-pyrazolo[3,4-b]pyridine-4-carboxylate (125 mg, 0.541 mmol) was dissolved in DMF (10 mL), followed by addition of potassium tert-butoxide (79 mg, 0.703 mmol). After stirring for 15 minutes, 1,1-dimethylethyl (2-bromoethyl)carbamate (121 mg, 0.541 mmol) was added and the mixture was stirred at room temperature for 16 h. The reaction mixture was concentrated to dryness. The crude residue was diluted with water (50 mL) and acidified with acetic acid. The contents were extracte... Reactants: C(C1=CC=CC=C1)OC(=O)N1CCC(CC1)C(C(=O)O)C1=CC=CC=C1 (2-(1-(benzyloxycarbonyl)piperidin-4-yl)-2-phenylacetic acid), [N+](=[N-])=C (diazomethane). The solvent is C1CCOC1 (THF). Reaction conditions: time 15 minute. Product: COC(C(C1=CC=CC=C1)C1CCN(CC1)C(=O)OCC1=CC=CC=C1)=O (benzyl 4-(2-methoxy-2-oxo-1-phenylethyl)piperidine-1-carboxylate). Yield: 77.0%. RXN SMILES: [CH2:1]([O:8][C:9]([N:11]1[CH2:16][CH2:15][CH:14]([CH:17]([C:21]2[CH:26]=[CH:25][CH:24]=[CH:23][CH:22]=2)[C:18]([OH:20])=[O:19])[CH2:13][CH2:12]1)=[O:10])[C:2]1[CH:7]=[CH:6][CH:5]=[CH:4][CH:3]=1.[N+](=[CH2:29])=[N-]>C1COCC1>[CH3:29][O:19][C:18](=[O:20])[CH:17]([CH:14]1[CH2:15][CH2:16][N:11]([C:9]([O:8][CH2:1][C:2]2[CH:3]=[CH:4][CH:5]=[CH:6][CH:7]=2)=[O:10])[CH2:12][CH2:13]1)[C:21]1[CH:26]=[CH:25][CH:24]=[CH:23][CH:22]=1. Procedure details: To a stirring solution of compound 90 (1.281 g, 3.62 mmol) in THF (40 mL) was added an excess of diazomethane at room temperature and the reaction mixture was stirred for 15 minutes. Nitrogen was bubbled into the reaction mixture for 15 minutes then it was concentrated to afford compound 91 (1.032 g, 77%) as a colorless oil after purification by ISCO (0 to 50% EtOAc in hexanes). LRMS (ESI): (calc) 367.44 (found) 368.16 (MH)+. 1H NMR (CD3OD-d4) δ (ppm):7.33-7.23 (m, 10H), 5.09 (s, 2H), 4.18-4.14 ...